From a dataset of the Open Reaction Database (ORD), a public repository of structured organic reaction records. describe an organic reaction: reactants, conditions, products, and yield The product is N1=CN=CC(=C1)C1=CC=C(C=C1)C=CC=O (3-[4-(5-Pyrimidinyl)phenyl]-2-propenal). Reported procedure: The title compound was prepared by a procedure analogous to Reference Example 30 by substituting 4-(5-pyrimidinyl)-benzaldehyde (prepared as described in WO 9828264) for the 4-(1H-pyrazol-1-yl)-benzaldehyde of Reference Example 30. MS 211 (M+H)+. RXN SMILES: [N:1]1[CH:6]=[C:5]([C:7]2[CH:14]=[CH:13][C:10]([CH:11]=O)=[CH:9][CH:8]=2)[CH:4]=[N:3][CH:2]=1.N1(C2C=C[C:23]([CH:24]=[O:25])=CC=2)C=CC=N1>>[N:1]1[CH:6]=[C:5]([C:7]2[CH:14]=[CH:13][C:10]([CH:11]=[CH:23][CH:24]=[O:25])=[CH:9][CH:8]=2)[CH:4]=[N:3][CH:2]=1. Starting materials: N1=CN=CC(=C1)C1=CC=C(C=O)C=C1 (4-(5-pyrimidinyl)-benzaldehyde), N1(N=CC=C1)C1=CC=C(C=O)C=C1 (4-(1H-pyrazol-1-yl)-benzaldehyde). The reactants are ( g ), [OH-].[Na+] (Sodium hydroxide), ethyl ester, ClC=1C=C(CC=2OC3=C(N2)C=C(C=C3)C(C(=O)O)C)C=CC1Cl (2-[2-(3,4-dichlorobenzyl)-5-benzoxazolyl]propionic acid). The solvent is C(C)O (ethanol). As a reaction SMILES: Cl[C:2]1[CH:3]=[C:4]([CH:20]=[CH:21][C:22]=1[Cl:23])[CH2:5][C:6]1[O:7][C:8]2[CH:14]=[CH:13][C:12]([CH:15]([CH3:19])[C:16]([OH:18])=[O:17])=[CH:11][C:9]=2[N:10]=1.[OH-].[Na+]>C(O)C>[Cl:23][C:22]1[CH:2]=[CH:3][C:4]([CH2:5][C:6]2[O:7][C:8]3[CH:14]=[CH:13][C:12]([CH:15]([CH3:19])[C:16]([OH:18])=[O:17])=[CH:11][C:9]=3[N:10]=2)=[CH:20][CH:21]=1 |f:1.2|. Procedure details: 2-[2-(3,4-dichlorobenzyl)-5-benzoxazolyl]propionic acid. (g) 2N-Sodium hydroxide solution (30 ml.) was added to the ethyl ester (5.8 g.) prepared in Example 1(g) in ethanol (40 ml). After 2 hours stirring at room temperature the volume was reduced by evaporation at 40° C and the solution diluted with water (120 ml.). It was then extracted with ether (x2) acidified with concentrated hydrochloric acid and then extracted with chloroform (x3). The combined chloroform extracts were washed with water,... Reaction conditions: time 2 hour. Product: ClC1=CC=C(CC=2OC3=C(N2)C=C(C=C3)C(C(=O)O)C)C=C1 (2-[2-(4-chlorobenzyl)-5-benzoxazolyl]propionic acid). Starting materials: O=C([O-])[O-], CN(C)C=O, Cc1ccccc1OCCCc1oc(Cl)nc1-c1ccc(Cl)cc1, [K+], [K+], O, c1c[nH]cn1. The product is Cc1ccccc1OCCCc1oc(-n2ccnc2)nc1-c1ccc(Cl)cc1. As a reaction SMILES: [C:30](=[O:31])([O-:32])[O-:33].[CH3:36][N:37]([CH3:38])[CH:39]=[O:40].[Cl:1][c:2]1[o:3][c:4]([CH2:14][CH2:15][CH2:16][O:17][c:18]2[c:19]([CH3:24])[cH:20][cH:21][cH:22][cH:23]2)[c:5](-[c:7]2[cH:8][cH:9][c:10]([Cl:13])[cH:11][cH:12]2)[n:6]1.[K+:34].[K+:35].[OH2:41].[nH:25]1[cH:26][n:27][cH:28][cH:29]1>>[c:2]1(-[n:25]2[cH:26][n:27][cH:28][cH:29]2)[o:3][c:4]([CH2:14][CH2:15][CH2:16][O:17][c:18]2[c:19]([CH3:24])[cH:20][cH:21][cH:22][cH:23]2)[c:5](-[c:7]2[cH:8][cH:9][c:10]([Cl:13])[cH:11][cH:12]2)[n:6]1. Reactants: CC(=O)O, CC(=O)[O-], CC(=O)[O-], CC(=O)O, CC1COCCN1c1cc(C2(S(C)=O)CCOCC2)nc(Cl)n1, ClCCl, NC(=O)C(F)(F)F, Ic1ccccc1, [Rh+2]. Yields the product CC1COCCN1c1cc(C2(S(C)(=O)=NC(=O)C(F)(F)F)CCOCC2)nc(Cl)n1. Reaction SMILES: [C:1]([OH:2])(=[O:3])[CH3:4].[C:49]([O-:50])(=[O:51])[CH3:52].[C:54]([O-:55])(=[O:56])[CH3:57].[C:5]([OH:6])(=[O:7])[CH3:8].[Cl:16][c:17]1[n:18][c:19]([C:30]2([S:36](=[O:37])[CH3:38])[CH2:31][CH2:32][O:33][CH2:34][CH2:35]2)[cH:20][c:21]([N:23]2[CH:24]([CH3:29])[CH2:25][O:26][CH2:27][CH2:28]2)[n:22]1.[Cl:46][CH2:47][Cl:48].[F:39][C:40]([C:41](=[O:42])[NH2:43])([F:44])[F:45].[I:9][c:10]1[cH:11][cH:12][cH:13][cH:14][cH:15]1.[Rh+2:53]>>[Cl:16][c:17]1[n:18][c:19]([C:30]2([S:36](=[O:37])([CH3:38])=[N:43][C:41]([C:40]([F:39])([F:44])[F:45])=[O:42])[CH2:31][CH2:32][O:33][CH2:34][CH2:35]2)[cH:20][c:21]([N:23]2[CH:24]([CH3:29])[CH2:25][O:26][CH2:27][CH2:28]2)[n:22]1. The reactants are CN(C)c1ccncc1, Cl, CN(C)C=O, O=S(=O)(Cl)c1ccccc1, NC(=O)c1cc(-c2ccccc2)cc2c(C3CCNCC3)n[nH]c12. Yields the product NC(=O)c1cc(-c2ccccc2)cc2c(C3CCN(S(=O)(=O)c4ccccc4)CC3)n[nH]c12. Reaction SMILES: [CH3:36][N:37]([c:38]1[cH:39][cH:40][n:41][cH:42][cH:43]1)[CH3:44].[ClH:1].[O:45]=[CH:46][N:47]([CH3:48])[CH3:49].[c:26]1([S:32](=[O:33])(=[O:34])[Cl:35])[cH:27][cH:28][cH:29][cH:30][cH:31]1.[c:2]1(-[c:8]2[cH:9][c:10]3[c:11]([CH:20]4[CH2:21][CH2:22][NH:23][CH2:24][CH2:25]4)[n:12][nH:13][c:14]3[c:15]([C:17](=[O:18])[NH2:19])[cH:16]2)[cH:3][cH:4][cH:5][cH:6][cH:7]1>>[c:2]1(-[c:8]2[cH:9][c:10]3[c:11]([CH:20]4[CH2:21][CH2:22][N:23]([S:32]([c:26]5[cH:27][cH:28][cH:29][cH:30][cH:31]5)(=[O:33])=[O:34])[CH2:24][CH2:25]4)[n:12][nH:13][c:14]3[c:15]([C:17](=[O:18])[NH2:19])[cH:16]2)[cH:3][cH:4][cH:5][cH:6][cH:7]1. Reactants: ClC(=O)OC1=CC=CC=C1 (Phenyl chloroformate), C(C1=CC=CC=C1)=O (benzaldehyde), ClCCCl (1,2-dichloroethane), N1=CC=CC=C1 (pyridine). Run at temperature 100 celsius, time 1 day. Yields the product C(OC(C1=CC=CC=C1)Cl)(OC1=CC=CC=C1)=O (1-Chloro-1-phenylmethyl Phenyl Carbonate). Reaction SMILES: Cl[C:2]([O:4][C:5]1[CH:10]=[CH:9][CH:8]=[CH:7][CH:6]=1)=[O:3].[CH:11](=[O:18])[C:12]1[CH:17]=[CH:16][CH:15]=[CH:14][CH:13]=1.N1C=CC=CC=1.[Cl:25]CCCl>>[C:2](=[O:3])([O:4][C:5]1[CH:10]=[CH:9][CH:8]=[CH:7][CH:6]=1)[O:18][CH:11]([Cl:25])[C:12]1[CH:17]=[CH:16][CH:15]=[CH:14][CH:13]=1. Reported procedure: Phenyl chloroformate (3.0 g, 19.2 mmol) and benzaldehyde (2.4 g, 23.0 mmol) were dissolved in 1,2-dichloroethane (15 ml) and pyridine (0.09 g, 1.14 mmol) was added dropwise to the stirred solution. Stirred at 80° C. for two days and at 100° C. for one day. Washed with water (25 ml), the aqueous phase was back-extracted with dichloromethane (25 ml). The combined organic phases were dried (MgSO4) and concentrated. Purified by flash chromatography (Silikagel 60, petroleum ether/ethyl acetate 95 5)....